Dataset: the Open Reaction Database (ORD), a public repository of structured organic reaction records. Task: describe an organic reaction: reactants, conditions, products, and yield Reactants: C(C1=CC=CC=C1)=O (benzaldehyde), CC=1NCCN1 (2-methyl-4,5-dihydro-1H imidazole). The solvent is C1(=CC=CC=C1)C (toluene). Yields the product C1(=CC=CC=C1)C=CC=1NCCN1 (2-(2-Phenylethen-1yl)-4,5-dihydro-1H-imidazole). As a reaction SMILES: [CH:1](=O)[C:2]1[CH:7]=[CH:6][CH:5]=[CH:4][CH:3]=1.[CH3:9][C:10]1[NH:11][CH2:12][CH2:13][N:14]=1>C1(C)C=CC=CC=1>[C:2]1([CH:1]=[CH:9][C:10]2[NH:14][CH2:13][CH2:12][N:11]=2)[CH:7]=[CH:6][CH:5]=[CH:4][CH:3]=1. Procedure: A solution of 5.3 g (50 mmol) of benzaldehyde and 4.2 g (50 mmol) of 2-methyl-4,5-dihydro-1H imidazole in 50 ml toluene was refluxed in a Dean-Stark apparatus. Within 8 h 0.9 ml of water had been separated and the reaction was almost complete as detected by TLC. After cooling the crystalline precipitate was filtered off, treated with cold tert.-butylmethylether, and dried in vacuo. Starting materials: NCCCCBr, O=C1NC(=O)c2ccccc21, Cc1ccc(S(=O)(=O)Cl)cc1, Cc1ccc(S(=O)(=O)NCCCCBr)cc1. Product: Cc1ccc(S(=O)(=O)NCCCCN2C(=O)c3ccccc3C2=O)cc1. As a reaction SMILES: [Br:1][CH2:2][CH2:3][CH2:4][CH2:5][NH2:6].[O:34]=[C:35]1[NH:36][C:37](=[O:38])[c:39]2[cH:40][cH:41][cH:42][cH:43][c:44]21.[S:23]([Cl:24])([c:25]1[cH:26][cH:27][c:28]([CH3:29])[cH:30][cH:31]1)(=[O:32])=[O:33].[c:7]1([CH3:22])[cH:8][cH:9][c:10]([S:13](=[O:14])(=[O:15])[NH:16][CH2:17][CH2:18][CH2:19][CH2:20][Br:21])[cH:11][cH:12]1>>[c:7]1([CH3:22])[cH:8][cH:9][c:10]([S:13](=[O:14])(=[O:15])[NH:16][CH2:17][CH2:18][CH2:19][CH2:20][N:36]2[C:35](=[O:34])[c:44]3[c:39]([cH:40][cH:41][cH:42][cH:43]3)[C:37]2=[O:38])[cH:11][cH:12]1. Reactants: CC1=C(CN)C=C(C=C1)C1=CC=CC=C1 (2-methyl-5-phenylbenzylamine), O=C(OC(Cl)(Cl)Cl)Cl (diphosgene). Run in C1(=CC=CC=C1)C (toluene), C1(=CC=CC=C1)C (toluene). Run at time 8 hour. The product is CC1=C(CN=C=O)C=C(C=C1)C1=CC=CC=C1 (2-methyl-5-phenybenzyl isocyanate). Yield: 99.8%. RXN SMILES: O=C(Cl)[O:3][C:4](Cl)(Cl)Cl.[CH3:9][C:10]1[CH:17]=[CH:16][C:15]([C:18]2[CH:23]=[CH:22][CH:21]=[CH:20][CH:19]=2)=[CH:14][C:11]=1[CH2:12][NH2:13]>C1(C)C=CC=CC=1>[CH3:9][C:10]1[CH:17]=[CH:16][C:15]([C:18]2[CH:23]=[CH:22][CH:21]=[CH:20][CH:19]=2)=[CH:14][C:11]=1[CH2:12][N:13]=[C:4]=[O:3]. Reported procedure: 2.5 g (12.6 mmol) of diphosgene, 0.40 g of activated carbon and 30 ml of toluene were mixed, and allowed to left overnight, and to this solution was slowly dropped at room temperature a solution prepared by dissolving 1.00 g (5.07 mmol) of 2-methyl-5-phenylbenzylamine (produced in the same manner as in Intermediate Production Example 6) in 5 ml of toluene. The reaction mixture turned to white suspension directly after the dropping. The white suspension was stirred at room temperature for 1 hour,... Starting materials: C1CCOC1, CC(C)[N-]C(C)C, COc1cc(OC)nc(S(C)(=O)=O)n1, [Cl-], O=C1OCc2cccc(Cl)c21, [Li+], [NH4+], O. Yields the product COc1cc(OC)nc(C2OC(=O)c3c(Cl)cccc32)n1. As a reaction SMILES: [CH2:36]1[O:37][CH2:38][CH2:39][CH2:40]1.[CH3:13][CH:14]([N-:15][CH:16]([CH3:17])[CH3:18])[CH3:19].[CH3:20][S:21](=[O:22])(=[O:23])[c:24]1[n:25][c:26]([O:32][CH3:33])[cH:27][c:28]([O:30][CH3:31])[n:29]1.[Cl-:34].[Cl:1][c:2]1[cH:3][cH:4][cH:5][c:6]2[c:11]1[C:9](=[O:10])[O:8][CH2:7]2.[Li+:12].[NH4+:35].[OH2:41]>>[Cl:1][c:2]1[cH:3][cH:4][cH:5][c:6]2[c:11]1[C:9](=[O:10])[O:8][CH:7]2[c:24]1[n:25][c:26]([O:32][CH3:33])[cH:27][c:28]([O:30][CH3:31])[n:29]1.